This data is from the Open Reaction Database (ORD), a public repository of structured organic reaction records. The task is: describe an organic reaction: reactants, conditions, products, and yield Solvent: C(Cl)Cl (DCM). The reactants are C(C)(C)(C)OC(=O)N1[C@@H]2CN[C@H](C1)C2 ((1S,4S)-2,5-diaza-bicyclo[2.2.1]heptane-2-carboxylic acid tert-butyl ester), C(C)(=O)OC(C)=O (acetic anhydride), Cl (HCl), O1CCOCC1 (1,4-dioxane). Reaction conditions: temperature 25 celsius, time 72 hour. As a reaction SMILES: C([O:5][C:6]([N:8]1[CH2:13][C@@H:12]2[CH2:14][C@H:9]1[CH2:10][NH:11]2)=O)(C)(C)C.[C:15](OC(=O)C)(=O)C.[ClH:22].O1CCOCC1>C(Cl)Cl>[ClH:22].[C@H:9]12[CH2:14][C@H:12]([NH:11][CH2:10]1)[CH2:13][N:8]2[C:6](=[O:5])[CH3:15] |f:5.6|. Product: Cl.[C@@H]12N(C[C@@H](NC1)C2)C(C)=O ((1S,4S)-1-(2,5-Diaza-bicyclo[2.2.1]hept-2-yl)-ethanone hydrochloride). Procedure details: To a solution of (1S,4S)-2,5-diaza-bicyclo[2.2.1]heptane-2-carboxylic acid tert-butyl ester (1.00 g, 5.04 mmol) in DCM (15 mL) is added acetic anhydride (0.52 mL, 5.55 mmol) and the reaction stirred at about 25° C. for 72 hours. The reaction is concentrated, and the residue dissolved in DCM (15 mL) and treated with 4M HCl in 1,4-dioxane (5.04 mL, 20.2 mmol). The reaction is stirred overnight, and the solid filtered to afford the title compound (O). Reactants: COC=1C=C(C=C(C1OC)OC)C=1C=C(CCl)C=CC1 (3-(3,4,5-Trimethoxyphenyl)benzyl chloride), N1CCNCCC1 (homopiperazine). Product: COC=1C=C(C=C(C1OC)OC)C=1C=C(CN2CCN(CCC2)CC2=CC(=CC=C2)C2=CC(=C(C(=C2)OC)OC)OC)C=CC1 (N,N′-bis[3-(3,4,5-Trimethoxyphenyl)benzyl]-homopiperazine). Reaction SMILES: [CH3:1][O:2][C:3]1[CH:4]=[C:5]([C:13]2[CH:14]=[C:15]([CH:18]=[CH:19][CH:20]=2)[CH2:16]Cl)[CH:6]=[C:7]([O:11][CH3:12])[C:8]=1[O:9][CH3:10].[NH:21]1[CH2:27][CH2:26][CH2:25][NH:24][CH2:23][CH2:22]1>>[CH3:1][O:2][C:3]1[CH:4]=[C:5]([C:13]2[CH:14]=[C:15]([CH:18]=[CH:19][CH:20]=2)[CH2:16][N:21]2[CH2:27][CH2:26][CH2:25][N:24]([CH2:16][C:15]3[CH:18]=[CH:19][CH:20]=[C:13]([C:5]4[CH:6]=[C:7]([O:11][CH3:12])[C:8]([O:9][CH3:10])=[C:3]([O:2][CH3:1])[CH:4]=4)[CH:14]=3)[CH2:23][CH2:22]2)[CH:6]=[C:7]([O:11][CH3:12])[C:8]=1[O:9][CH3:10]. Reported procedure: 3-(3,4,5-Trimethoxyphenyl)benzyl chloride (184 mg) and homopiperazine (52 mg) were reacted in the same manner as in Example 1 to obtain the title compound as a free base. Starting materials: O=C([O-])[O-], CC#N, FC(F)(F)c1ccc(CCl)cc1, [Cs+], [Cs+], OCc1ccc(O)cc1. Yields the product OCc1ccc(OCc2ccc(C(F)(F)F)cc2)cc1. RXN SMILES: [C:22](=[O:23])([O-:24])[O-:25].[CH3:28][C:29]#[N:30].[Cl:10][CH2:11][c:12]1[cH:13][cH:14][c:15]([C:18]([F:19])([F:20])[F:21])[cH:16][cH:17]1.[Cs+:26].[Cs+:27].[OH:1][CH2:2][c:3]1[cH:4][cH:5][c:6]([OH:9])[cH:7][cH:8]1>>[OH:1][CH2:2][c:3]1[cH:4][cH:5][c:6]([O:9][CH2:11][c:12]2[cH:13][cH:14][c:15]([C:18]([F:19])([F:20])[F:21])[cH:16][cH:17]2)[cH:7][cH:8]1. The reactants are ClC=1C=C2C(=CNC2=CC1)CCNC(C1=CC=C(C=C1)CCl)=O (N-(2-(5-chloro-1H-indol-3-yl)ethyl)-4-(chloromethyl)benzamide), C(C1=CC=CC=C1)N (benzylamine), [I-].[Na+] (sodium iodide). Solvent: C1CCOC1 (THF). The product is eluent, C(C1=CC=CC=C1)NCC1=CC=C(C(=O)NCCC2=CNC3=CC=C(C=C23)Cl)C=C1 (4-((Benzylamino)methyl)-N-(2-(5-chloro-1H-indol-3-yl)ethyl)benzamide). The yield is 60.4%. As a reaction SMILES: [Cl:1][C:2]1[CH:3]=[C:4]2[C:8](=[CH:9][CH:10]=1)[NH:7][CH:6]=[C:5]2[CH2:11][CH2:12][NH:13][C:14](=[O:23])[C:15]1[CH:20]=[CH:19][C:18]([CH2:21]Cl)=[CH:17][CH:16]=1.[CH2:24]([NH2:31])[C:25]1[CH:30]=[CH:29][CH:28]=[CH:27][CH:26]=1.[I-].[Na+]>C1COCC1>[CH2:24]([NH:31][CH2:21][C:18]1[CH:19]=[CH:20][C:15]([C:14]([NH:13][CH2:12][CH2:11][C:5]2[C:4]3[C:8](=[CH:9][CH:10]=[C:2]([Cl:1])[CH:3]=3)[NH:7][CH:6]=2)=[O:23])=[CH:16][CH:17]=1)[C:25]1[CH:30]=[CH:29][CH:28]=[CH:27][CH:26]=1 |f:2.3|. Procedure: 4-((Benzylamino)methyl)-N-(2-(5-chloro-1H-indol-3-yl)ethyl)benzamide was prepared following Method C starting from N-(2-(5-chloro-1H-indol-3-yl)ethyl)-4-(chloromethyl)benzamide (0.070 g; 0.202 mmol), benzylamine (0.0997 mL; 0.907 mmol) and sodium iodide (0.153 g; 1.01 mmol) in THF (3 mL), under a microwave irradiation at 150° C. for 5 minutes. Flash chromatography on silica gel (eluent 2 to 10% methanol in dichloromethane) furnished 0.051 g (61%) of the title compound as a white solid. Yields the product C(C)(=O)NC1=CC=C2C(=C(C=NC2=C1)C(=O)OCC)O (ethyl 7-acetamido-4-hydroxy-3-quinolinecarboxylate). RXN SMILES: [NH2:1][C:2]1[CH:3]=[C:4]([CH:18]=[CH:19][CH:20]=1)[NH:5][CH:6]=[C:7]([C:13]([O:15]CC)=O)[C:8]([O:10][CH2:11][CH3:12])=[O:9].[C:21](OC(=O)C)(=[O:23])[CH3:22].C(O)C>C1(OC2C=CC=CC=2)C=CC=CC=1>[C:21]([NH:1][C:2]1[CH:3]=[C:4]2[C:18]([C:13]([OH:15])=[C:7]([C:8]([O:10][CH2:11][CH3:12])=[O:9])[CH:6]=[N:5]2)=[CH:19][CH:20]=1)(=[O:23])[CH3:22]. The reactants are C(C)(=O)OC(C)=O (acetic anhydride), NC=1C=C(NC=C(C(=O)OCC)C(=O)OCC)C=CC1 (diethyl 3-aminoanilino-methylenemalonate), C(C)O (ethanol). Procedure details: 10.5 Grams of diethyl 3-aminoanilino-methylenemalonate are dissolved in 80 ml of diphenyl oxide, 8 ml of acetic anhydride are added and the mixture is gradually heated to 250° C. and maintained under reflux for 10 minutes. The mixture is allowed to cool, 20 ml of ethanol are added and the solid is filtered off and washed with ethanol. The product is recrystallized in dimethylformamide and 4.6 grams of a solid are obtained, of melting point 295° to 300° C. Run in C1(=CC=CC=C1)OC1=CC=CC=C1 (diphenyl oxide). Run at temperature 250 celsius.